This data is from the Open Reaction Database (ORD), a public repository of structured organic reaction records. The task is: describe an organic reaction: reactants, conditions, products, and yield Reactants: C1(CC1)C(=O)C=1C=NC2=CC=C(C=C2C1NC=1C=NC(=NC1)N1CCN(CC1)C(=O)OC(C)(C)C)C1=CC(=C(C(=C1)Cl)O)Cl (tert-butyl 4-(5-((3-(cyclopropanecarbonyl)-6-(3,5-dichloro-4-hydroxyphenyl)quinolin-4-yl)amino)pyrimidin-2-yl)piperazine-1-carboxylate), C(=O)(C(F)(F)F)O (TFA). Yields the product C1(CC1)C(=O)C=1C=NC2=CC=C(C=C2C1NC=1C=NC(=NC1)N1CCNCC1)C1=CC(=C(C(=C1)Cl)O)Cl (cyclopropyl(6-(3,5-dichloro-4-hydroxyphenyl)-4-((2-(piperazin-1-yl)pyrimidin-5-yl)amino)quinolin-3-yl)methanone). The yield is 13.8%. RXN SMILES: [CH:1]1([C:4]([C:6]2[CH:7]=[N:8][C:9]3[C:14]([C:15]=2[NH:16][C:17]2[CH:18]=[N:19][C:20]([N:23]4[CH2:28][CH2:27][N:26](C(OC(C)(C)C)=O)[CH2:25][CH2:24]4)=[N:21][CH:22]=2)=[CH:13][C:12]([C:36]2[CH:41]=[C:40]([Cl:42])[C:39]([OH:43])=[C:38]([Cl:44])[CH:37]=2)=[CH:11][CH:10]=3)=[O:5])[CH2:3][CH2:2]1.C(O)(C(F)(F)F)=O>>[CH:1]1([C:4]([C:6]2[CH:7]=[N:8][C:9]3[C:14]([C:15]=2[NH:16][C:17]2[CH:18]=[N:19][C:20]([N:23]4[CH2:24][CH2:25][NH:26][CH2:27][CH2:28]4)=[N:21][CH:22]=2)=[CH:13][C:12]([C:36]2[CH:37]=[C:38]([Cl:44])[C:39]([OH:43])=[C:40]([Cl:42])[CH:41]=2)=[CH:11][CH:10]=3)=[O:5])[CH2:2][CH2:3]1. Procedure details: Following general procedure A-2, tert-butyl 4-(5-((3-(cyclopropanecarbonyl)-6-(3,5-dichloro-4-hydroxyphenyl)quinolin-4-yl)amino)pyrimidin-2-yl)piperazine-1-carboxylate (0.10 mmol) was reacted with TFA (2 mL) to afford the desired product (7.4 mg, 14% over two steps) as a yellow solid. 1H NMR (500 MHz, MeOD) δ 9.24 (s, 1H), 8.30 (s, 2H), 7.93 (d, J=1.3 Hz, 2H), 7.83 (d, J=1.3 Hz, 1H), 7.21 (s, 2H), 3.98 (t, J=5.2 Hz, 4H), 3.06 (t, J=5.2 Hz, 4H), 2.94-2.86 (m, 1H), 1.24-1.08 (m, 4H). ESI MS m/z 53... The reactants are O=C([O-])O, CCO, Cl, O=C1CCCc2ccc([N+](=O)[O-])cc21, [Na+], CON, O. The product is CON=C1CCCc2ccc([N+](=O)[O-])cc21. Reaction SMILES: [C:19](=[O:20])([OH:21])[O-:22].[CH3:25][CH2:26][OH:27].[ClH:15].[N+:1](=[O:2])([O-:3])[c:4]1[cH:5][cH:6][c:7]2[c:12]([cH:13]1)[C:11](=[O:14])[CH2:10][CH2:9][CH2:8]2.[Na+:23].[O:16]([CH3:17])[NH2:18].[OH2:24]>>[N+:1](=[O:2])([O-:3])[c:4]1[cH:5][cH:6][c:7]2[c:12]([cH:13]1)[C:11](=[N:18][O:16][CH3:17])[CH2:10][CH2:9][CH2:8]2. The reactants are ClC1=CC=C(C2=C1OCCO2)C(=O)O (8-chloro-1,4-benzodioxane-5-carboxylic acid), S(=O)(Cl)Cl (thionyl chloride), ClC1=CC=C(C2=C1OCCO2)C(=O)Cl (8-chloro-1,4-benzodioxane-5-carbonyl chloride), CN1CCNCC1 (methylpiperazine). Yields the product CN1CCN(CC1)C(=O)C1=CC=C(C=2OCCOC21)Cl (5-[(4-methyl-1-piperazinyl)-carbonyl]-8-chloro-1,4-benzodioxane). Yield: 50.6%. As a reaction SMILES: [Cl:1][C:2]1[C:7]2[O:8][CH2:9][CH2:10][O:11][C:6]=2[C:5]([C:12]([OH:14])=O)=[CH:4][CH:3]=1.S(Cl)(Cl)=O.ClC1C2OCCOC=2C(C(Cl)=O)=CC=1.[CH3:33][N:34]1[CH2:39][CH2:38][NH:37][CH2:36][CH2:35]1>>[CH3:33][N:34]1[CH2:39][CH2:38][N:37]([C:12]([C:5]2[C:6]3[O:11][CH2:10][CH2:9][O:8][C:7]=3[C:2]([Cl:1])=[CH:3][CH:4]=2)=[O:14])[CH2:36][CH2:35]1. Procedure: According to the method described in Example 33, 20 g of 8-chloro-1,4-benzodioxane-5-carboxylic acid were treated with thionyl chloride and the resulting 8-chloro-1,4-benzodioxane-5-carbonyl chloride (M.P.: 83° C.) was treated with 10.5 g of methylpiperazine. 14 g of 5-[(4-methyl-1-piperazinyl)-carbonyl]-8-chloro-1,4-benzodioxane were obtained (M.P.: 260° with decompositon; yield: 50.5%).